From a dataset of the Open Reaction Database (ORD), a public repository of structured organic reaction records. describe an organic reaction: reactants, conditions, products, and yield Starting materials: CCCCCC1CCC(C=CCOc2ccc(O)cc2)CC1, CN(C)c1ccncc1, C(=NC1CCCCC1)=NC1CCCCC1, ClCCl, CCCCCCCCCCCCOc1ccc(C(=O)O)c(F)c1F. Product: CCCCCCCCCCCCOc1ccc(C(=O)Oc2ccc(OCC=CC3CCC(CCCCC)CC3)cc2)c(F)c1F. Reaction SMILES: [CH2:25]([CH2:26][CH2:27][CH2:28][CH3:29])[CH:30]1[CH2:31][CH2:32][CH:33]([CH:36]=[CH:37][CH2:38][O:39][c:40]2[cH:41][cH:42][c:43]([OH:46])[cH:44][cH:45]2)[CH2:34][CH2:35]1.[CH3:62][N:63]([CH3:64])[c:65]1[cH:66][cH:67][n:68][cH:69][cH:70]1.[CH:47]1([N:48]=[C:49]=[N:50][CH:51]2[CH2:52][CH2:53][CH2:54][CH2:55][CH2:56]2)[CH2:57][CH2:58][CH2:59][CH2:60][CH2:61]1.[Cl:71][CH2:72][Cl:73].[F:1][c:2]1[c:3]([C:4](=[O:5])[OH:6])[cH:7][cH:8][c:9]([O:12][CH2:13][CH2:14][CH2:15][CH2:16][CH2:17][CH2:18][CH2:19][CH2:20][CH2:21][CH2:22][CH2:23][CH3:24])[c:10]1[F:11]>>[F:1][c:2]1[c:3]([C:4]([O:5][c:43]2[cH:42][cH:41][c:40]([O:39][CH2:38][CH:37]=[CH:36][CH:33]3[CH2:32][CH2:31][CH:30]([CH2:25][CH2:26][CH2:27][CH2:28][CH3:29])[CH2:35][CH2:34]3)[cH:45][cH:44]2)=[O:6])[cH:7][cH:8][c:9]([O:12][CH2:13][CH2:14][CH2:15][CH2:16][CH2:17][CH2:18][CH2:19][CH2:20][CH2:21][CH2:22][CH2:23][CH3:24])[c:10]1[F:11]. Starting materials: CN1CCCC1=O, CCOC(C)=O, C[Si](C)(C)C(F)(F)F, Clc1nccc2ccc(I)cc12, [Cu]I, [F-], [K+]. Yields the product FC(F)(F)c1ccc2ccnc(Cl)c2c1. RXN SMILES: [CH3:23][N:24]1[CH2:25][CH2:26][CH2:27][C:28]1=[O:29].[CH3:30][CH2:31][O:32][C:33](=[O:34])[CH3:35].[CH3:3][Si:4]([C:5]([F:6])([F:7])[F:8])([CH3:9])[CH3:10].[Cl:11][c:12]1[n:13][cH:14][cH:15][c:16]2[cH:17][cH:18][c:19]([I:22])[cH:20][c:21]12.[Cu:36][I:37].[F-:1].[K+:2]>>[C:5]([F:6])([F:7])([F:8])[c:19]1[cH:18][cH:17][c:16]2[cH:15][cH:14][n:13][c:12]([Cl:11])[c:21]2[cH:20]1. The reactants are O=C([O-])[O-], C1CCOC1, Cl, [Na+], [Na+], OC1(c2cncs2)CCC2(CC1)OCCO2. The product is O=C1CCC(O)(c2cncs2)CC1. As a reaction SMILES: [C:18](=[O:19])([O-:20])[O-:21].[CH2:24]1[O:25][CH2:26][CH2:27][CH2:28]1.[ClH:17].[Na+:22].[Na+:23].[s:1]1[cH:2][n:3][cH:4][c:5]1[C:6]1([OH:16])[CH2:7][CH2:8][C:9]2([O:10][CH2:13][CH2:12][O:11]2)[CH2:14][CH2:15]1>>[s:1]1[cH:2][n:3][cH:4][c:5]1[C:6]1([OH:16])[CH2:7][CH2:8][C:9](=[O:10])[CH2:14][CH2:15]1. Reactants: CC1(c2ccccc2)CC2(NC(=O)NC2=O)c2cc(Br)ccc2O1, C1COCCO1, COc1ccc(P2(=S)SP(=S)(c3ccc(OC)cc3)S2)cc1. Product: CC1(c2ccccc2)CC2(NC(=S)NC2=O)c2cc(Br)ccc2O1. As a reaction SMILES: [Br:1][c:2]1[cH:3][c:4]2[c:9]([cH:10][cH:11]1)[O:8][C:7]([c:12]1[cH:13][cH:14][cH:15][cH:16][cH:17]1)([CH3:18])[CH2:6][C:5]21[NH:19][C:20](=[O:24])[NH:21][C:22]1=[O:23].[CH2:47]1[O:48][CH2:49][CH2:50][O:51][CH2:52]1.[CH3:25][O:26][c:27]1[cH:28][cH:29][c:30]([P:31]2(=[S:34])[S:32][P:33]([c:35]3[cH:36][cH:37][c:38]([O:39][CH3:40])[cH:41][cH:42]3)(=[S:43])[S:44]2)[cH:45][cH:46]1>>[Br:1][c:2]1[cH:3][c:4]2[c:9]([cH:10][cH:11]1)[O:8][C:7]([c:12]1[cH:13][cH:14][cH:15][cH:16][cH:17]1)([CH3:18])[CH2:6][C:5]21[NH:19][C:20](=[S:34])[NH:21][C:22]1=[O:23]. Reactants: NC(CO)C1=CC(=CC=C1)Cl (2-amino-2-(3-chlorophenyl)ethanol), N(=C=S)C1=CC=C(C=C1)C1=NN(C=N1)C1=CC=C(C=C1)C(F)(F)F (3-(4-isothiocyanatophenyl)-1-(4-(trifluoromethyl)phenyl)-1H-1,2,4-triazole). The product is ClC=1C=C(C=CC1)C(CO)NC(=S)NC1=CC=C(C=C1)C1=NN(C=N1)C1=CC=C(C=C1)C(F)(F)F (1-(1-(3-Chlorophenyl)-2-hydroxyethyl)-3-(4-(1-(4-(trifluoromethyl)phenyl)-1H-1,2,4-triazol-3-yl)phenyl)thiourea). RXN SMILES: [NH2:1][CH:2]([C:5]1[CH:10]=[CH:9][CH:8]=[C:7]([Cl:11])[CH:6]=1)[CH2:3][OH:4].[N:12]([C:15]1[CH:20]=[CH:19][C:18]([C:21]2[N:25]=[CH:24][N:23]([C:26]3[CH:31]=[CH:30][C:29]([C:32]([F:35])([F:34])[F:33])=[CH:28][CH:27]=3)[N:22]=2)=[CH:17][CH:16]=1)=[C:13]=[S:14]>>[Cl:11][C:7]1[CH:6]=[C:5]([CH:2]([NH:1][C:13]([NH:12][C:15]2[CH:20]=[CH:19][C:18]([C:21]3[N:25]=[CH:24][N:23]([C:26]4[CH:31]=[CH:30][C:29]([C:32]([F:35])([F:33])[F:34])=[CH:28][CH:27]=4)[N:22]=3)=[CH:17][CH:16]=2)=[S:14])[CH2:3][OH:4])[CH:10]=[CH:9][CH:8]=1. Reported procedure: The title compound was prepared with 2-amino-2-(3-chlorophenyl)ethanol and 3-(4-isothiocyanatophenyl)-1-(4-(trifluoromethyl)phenyl)-1H-1,2,4-triazole and isolated as a white solid (1.48 g, quantitative): 1H NMR (300 MHz, CDCl3) δ 8.07 (s, 1H), 7.69 (d, J=8.4 Hz, 2H), 7.31 (d, J=8.7 Hz, 3H), 7.21 (d, J=8.5 Hz, 2H), 6.83-6.72 (m, 3H), 6.67 (d, J=7.3 Hz, 4H), 6.39 (d, J=7.9 Hz, 1H), 5.09 (s, 1H), 3.14 (dd, J=10.7, 4.4 Hz, 1H), 2.93 (dd, J=10.7, 8.0 Hz, 1H); ESIMS m/z 518 ([M+H]+). Reactants: N1CCC(CC1)CCC(=O)O (3-piperidin4-ylpropanoic acid), Cl (HCl), [OH-].[K+] (potassium hydroxide), ClC(=O)OC (methyl chloroformate). The product is COC(=O)N1CCC(CC1)CCC(=O)O (3-[N-(methoxycarbonyl)-piperidin4-yl]proprionic acid). Reaction SMILES: [NH:1]1[CH2:6][CH2:5][CH:4]([CH2:7][CH2:8][C:9]([OH:11])=[O:10])[CH2:3][CH2:2]1.[OH-].[K+].Cl[C:15]([O:17][CH3:18])=[O:16].Cl>>[CH3:18][O:17][C:15]([N:1]1[CH2:6][CH2:5][CH:4]([CH2:7][CH2:8][C:9]([OH:11])=[O:10])[CH2:3][CH2:2]1)=[O:16] |f:1.2|. Procedure: The solution from step b) was brought to pH 12 with aqueous potassium hydroxide. To this solution was added 21 mL methyl chloroformate (0.27 mol). After the reaction was complete, the solution was brought to pH 1 with 6 N HCl and extracted with dichloromethane. The organic layer was dried with sodium sulfate and the dichloromethane displaced with isopropyl ether. The product was isolated as a solid by filtration. Yield 39 gm, 84%. M.p. 89-90° C. Starting materials: BrC=1C=C(C=CC1)O (m-bromophenol), [OH-].[K+] (KOH), N#N (N2), FC1=CC=C(C(=O)C2=CC=C(C=C2)F)C=C1 (4,4'-difluorobenzophenone). Solvent: C1=CC=CC=C1 (benzene), CO (methanol), CS(=O)C (dimethylsulfoxide). Product: BrC=1C=C(OC2=CC=C(C(=O)C3=CC=C(C=C3)OC3=CC(=CC=C3)Br)C=C2)C=CC1 (4,4'-bis(3-bromophenoxy) benzophenone). Isolated yield 72.0%. RXN SMILES: [Br:1][C:2]1[CH:3]=[C:4]([OH:8])[CH:5]=[CH:6][CH:7]=1.[OH-:9].[K+].N#N.F[C:14]1[CH:28]=[CH:27][C:17]([C:18]([C:20]2[CH:25]=[CH:24][C:23](F)=[CH:22][CH:21]=2)=[O:19])=[CH:16][CH:15]=1>CS(C)=O.C1C=CC=CC=1.CO>[Br:1][C:2]1[CH:3]=[C:4]([CH:5]=[CH:6][CH:7]=1)[O:8][C:14]1[CH:28]=[CH:27][C:17]([C:18]([C:20]2[CH:25]=[CH:24][C:23]([O:9][C:6]3[CH:5]=[CH:4][CH:3]=[C:2]([Br:1])[CH:7]=3)=[CH:22][CH:21]=2)=[O:19])=[CH:16][CH:15]=1 |f:1.2|. Reported procedure: A reaction mixture was prepared with 3.8g (22 mmol) of m-bromophenol, 20 ml of methanol, and 20 ml of benzene. To this reaction mixture, 20 ml of 1 N KOH was added while N2 gas was passed into the mixture, and the methanol and water were removed at a temperature of 100° C. or below. To the resultant, 20 ml of benzene was added and benzene was distilled off at a temperature of 100° C. or below. Subsequently, 2.18 g (10 mmol) of 4,4'-difluorobenzophenone and 30 ml of dimethylsulfoxide (DMSO) was a...